Task: describe an organic reaction: reactants, conditions, products, and yield. Dataset: the Open Reaction Database (ORD), a public repository of structured organic reaction records Starting materials: solution, 33A, C(C1=CC=CC=C1)(=O)O (benzoic acid), C(CC(O)(C(=O)[O-])CC(=O)[O-])(=O)[O-] (citrate). Yields the product C(C1=CC=CC=C1)(=O)OC (Methyl benzoate). RXN SMILES: [C:1]([OH:9])(=[O:8])[C:2]1[CH:7]=[CH:6][CH:5]=[CH:4][CH:3]=1.[C:10]([O-])(=O)CC(CC([O-])=O)(C([O-])=O)O>>[C:1]([O:9][CH3:10])(=[O:8])[C:2]1[CH:7]=[CH:6][CH:5]=[CH:4][CH:3]=1. Procedure details: A 0.5 mM solution of benzoic acid containing 1.23 mM chloromethane and buffered at pH 4.0 with 20 mM citrate buffer was incubated with 0.035 g of fungal mycelium (Phellinus pomaceus, NCWRF.FPRL 33A or CBS 137.42) for a period of 12 hours at a temperature of 25° C. Methyl benzoate was formed at a rate of 290 nanomoles/g fungal mycelium/hour. Reactants: CCO, CC(C)(C#N)c1ccc(Br)c([N+](=O)[O-])c1, Sc1ccc(Cl)cc1, [Na+], [Na+], O=C([O-])[O-]. Product: CC(C)(C#N)c1ccc(Sc2ccc(Cl)cc2)c([N+](=O)[O-])c1. As a reaction SMILES: [CH3:30][CH2:31][OH:32].[CH3:9][C:10]([C:11]#[N:12])([CH3:13])[c:14]1[cH:15][c:16]([N+:21](=[O:22])[O-:23])[c:17]([Br:20])[cH:18][cH:19]1.[Cl:1][c:2]1[cH:3][cH:4][c:5]([SH:8])[cH:6][cH:7]1.[Na+:24].[Na+:25].[O-:26][C:27](=[O:28])[O-:29]>>[Cl:1][c:2]1[cH:3][cH:4][c:5]([S:8][c:17]2[c:16]([N+:21](=[O:22])[O-:23])[cH:15][c:14]([C:10]([CH3:9])([C:11]#[N:12])[CH3:13])[cH:19][cH:18]2)[cH:6][cH:7]1. The reactants are IC=1C=C(C(=O)NN)C=CC1 (3-iodobenzohydrazide), CNC(C)=O (N-Methylacetamide), N1=C(C=CC=C1C)C (2,6-lutidine), C(C(=O)Cl)(=O)Cl (oxalyl chloride), C([O-])(O)=O.[Na+] (sodium bicarbonate). Run in C(Cl)(Cl)Cl (chloroform), O (water), ClCCl (dichloromethane). Reaction conditions: time 40 minute. Yields the product IC=1C=C(C=CC1)C1=NN=C(N1C)C (3-(3-iodophenyl)-4,5-dimethyl-1,2,4-triazole). Reaction SMILES: [CH3:1][NH:2][C:3](=O)[CH3:4].N1C(C)=CC=CC=1C.C(Cl)(=O)C(Cl)=O.[I:20][C:21]1[CH:22]=[C:23]([CH:28]=[CH:29][CH:30]=1)[C:24]([NH:26][NH2:27])=O.C(=O)(O)[O-].[Na+]>ClCCl.C(Cl)(Cl)Cl.O>[I:20][C:21]1[CH:22]=[C:23]([C:24]2[N:2]([CH3:1])[C:3]([CH3:4])=[N:27][N:26]=2)[CH:28]=[CH:29][CH:30]=1 |f:4.5|. Procedure: N-Methylacetamide (0.087 mL, 1.14 mmol) and 2,6-lutidine (0.266 mL, 2.28 mL) were dissolved in dichloromethane (5.7 mL), and the mixture was stirred for 40 minutes after adding oxalyl chloride (0.100 mL, 1.14 mL) at 0° C. The mixture was stirred for 5 hours after adding 3-iodobenzohydrazide (300 mg, 1.14 mmol) obtained in Step 1 of Example 52, and then at 100° C. for 3 hours after adding a saturated aqueous sodium bicarbonate solution (5.7 mL). After cooling, water and chloroform were added to t... The reactants are C(C)(C)N(C(C)C)CC (N,N-diisopropyl ethylamine), FC1=C(C(=C(C(=C1C(=O)OC)F)F)F)F (Methyl pentafluorobenzoate), CN1C(CCC1)=O (N-methylpyrrolidinone), C(C1=CC=CC=C1)N (Benzylamine). The solvent is C(C)(C)(C)OC (methyl tert-butyl ether), C1(=CC=CC=C1)C (toluene). Conditions: temperature 5 celsius. The product is C(C1=CC=CC=C1)NC1=C(C(=C(C(=O)OC)C(=C1F)F)F)F (methyl 4-(benzylamino)-2,3,5,6-tetrafluorobenzoate). Isolated yield 85.8%. RXN SMILES: [F:1][C:2]1[C:7]([C:8]([O:10][CH3:11])=[O:9])=[C:6]([F:12])[C:5]([F:13])=[C:4](F)[C:3]=1[F:15].CN1CCCC1=O.[CH2:23]([NH2:30])[C:24]1[CH:29]=[CH:28][CH:27]=[CH:26][CH:25]=1.C(N(CC)C(C)C)(C)C>C(OC)(C)(C)C.C1(C)C=CC=CC=1>[CH2:23]([NH:30][C:4]1[C:5]([F:13])=[C:6]([F:12])[C:7]([C:8]([O:10][CH3:11])=[O:9])=[C:2]([F:1])[C:3]=1[F:15])[C:24]1[CH:29]=[CH:28][CH:27]=[CH:26][CH:25]=1. Procedure details: Methyl pentafluorobenzoate (41.4 g, 183 mmol) was treated with N-methylpyrrolidinone (36.0 g) and the solution stirred and cooled to 5° C. under a N2 atmosphere. Benzylamine (19.8 g, 185 mmol) was added dropwise over 27 min. at 5° C.–20° C. The resulting thick yellow slurry was cooled to 2° C. over 25 min. and N,N-diisopropyl ethylamine (27.0 g, 209 mmol) was added over 30 min. at 3° C.–10° C. The mixture was allowed to warm to 18° C. and stirred for 2 hrs. It was then heated to 60° C. and stirr... The reactants are C1(=CC=CC=C1)NC(=O)N (phenylurea), CC(=C)C1=CC=CC=C1 (α-methylstyrene), C(C)(C)(C1=CC=CC=C1)Cl (cumyl chloride). Run in C(C)#N (acetonitrile). Reaction conditions: time 2 day. Product: CC(C1=CC=CC=C1)(C)NC(=O)NC(C1=CC=CC=C1)(C)C (N,N'-bis(α,α-dimethylbenzyl)urea). Reaction SMILES: C1([NH:7][C:8]([NH2:10])=[O:9])C=CC=CC=1.[CH3:11][C:12]([C:14]1[CH:19]=[CH:18][CH:17]=[CH:16][CH:15]=1)=[CH2:13].[C:20](Cl)([C:23]1[CH:28]=[CH:27][CH:26]=[CH:25][CH:24]=1)([CH3:22])[CH3:21]>C(#N)C>[CH3:13][C:12]([NH:7][C:8]([NH:10][C:20]([CH3:22])([CH3:21])[C:23]1[CH:28]=[CH:27][CH:26]=[CH:25][CH:24]=1)=[O:9])([CH3:11])[C:14]1[CH:19]=[CH:18][CH:17]=[CH:16][CH:15]=1. Reported procedure: 102 parts of phenylurea was suspended in 80 parts of acetonitrile, and 25.4 parts of an α-methylstyrene solution containing 30.5% of cumyl chloride was added. With stirring, they were reacted at 40° C. for 5 hours. After allowing the reaction product to stand for 2 days, the precipitated crystals were collected and recrystallized from hydrous alcohol to afford 7.6 parts of N-phenyl-N'-(α,α-dimethylbenzyl) urea (III: R=C6H5). The melting point of the crystals was 193 to 194° C. Starting materials: NC=1SC(=CC1C(=O)N)C1=C(C=C(C=C1F)C(C)(C)O)F (2-amino-5-[2,6-difluoro-4-(1-hydroxy-1-methylethyl)phenyl]thiophene-3-carboxamide), ClC1=CC=C(C(=N1)C)CN1CCS(CC1)(=O)=O (4-[(6-chloro-2-methylpyridin-3-yl)methyl]thiomorpholine 1,1-dioxide). Product: FC1=C(C(=CC(=C1)C(C)(C)O)F)C1=CC(=C(S1)NC1=NC(=C(C=C1)CN1CCS(CC1)(=O)=O)C)C(=O)N (5-[2,6-Difluoro-4-(1-hydroxy-1-methylethyl)phenyl]-2-({5-[(1,1-dioxidothiomorpholin-4-yl)methyl]-6-methylpyridin-2-yl}amino)thiophene-3-carboxamide). RXN SMILES: [NH2:1][C:2]1[S:3][C:4]([C:10]2[C:15]([F:16])=[CH:14][C:13]([C:17]([OH:20])([CH3:19])[CH3:18])=[CH:12][C:11]=2[F:21])=[CH:5][C:6]=1[C:7]([NH2:9])=[O:8].Cl[C:23]1[N:28]=[C:27]([CH3:29])[C:26]([CH2:30][N:31]2[CH2:36][CH2:35][S:34](=[O:38])(=[O:37])[CH2:33][CH2:32]2)=[CH:25][CH:24]=1>>[F:16][C:15]1[CH:14]=[C:13]([C:17]([OH:20])([CH3:18])[CH3:19])[CH:12]=[C:11]([F:21])[C:10]=1[C:4]1[S:3][C:2]([NH:1][C:23]2[CH:24]=[CH:25][C:26]([CH2:30][N:31]3[CH2:32][CH2:33][S:34](=[O:38])(=[O:37])[CH2:35][CH2:36]3)=[C:27]([CH3:29])[N:28]=2)=[C:6]([C:7]([NH2:9])=[O:8])[CH:5]=1. Procedure details: The title compound was prepared as described in Example 1 using 2-amino-5-[2,6-difluoro-4-(1-hydroxy-1-methylethyl)phenyl]thiophene-3-carboxamide (150 mg, 0.48 mmol) and 4-[(6-chloro-2-methylpyridin-3-yl)methyl]thiomorpholine 1,1-dioxide (132 mg, 0.48 mmol) as starting materials. The reactants are ClC1=CC(=CC=C1)C(=O)OO (m-chloroperbenzoic acid), CC=1C(=CC2=C(OCO2)C1)C(C)SCC(=O)O ([{1-(6-methyl-1,3-benzodioxol-5-yl)ethyl}thio]acetic acid). Solvent: C(Cl)(Cl)Cl (chloroform). Conditions: time 8 hour. Product: CC=1C(=CC2=C(OCO2)C1)C(C)S(=O)CC(=O)O ([{1-(6-Methyl-1,3-benzodioxol-5-yl)ethyl}sulfinyl]acetic acid). Isolated yield 11.3%. As a reaction SMILES: ClC1C=CC=C(C(OO)=[O:9])C=1.[CH3:12][C:13]1[C:14]([CH:22]([S:24][CH2:25][C:26]([OH:28])=[O:27])[CH3:23])=[CH:15][C:16]2[O:20][CH2:19][O:18][C:17]=2[CH:21]=1>C(Cl)(Cl)Cl>[CH3:12][C:13]1[C:14]([CH:22]([S:24]([CH2:25][C:26]([OH:28])=[O:27])=[O:9])[CH3:23])=[CH:15][C:16]2[O:20][CH2:19][O:18][C:17]=2[CH:21]=1. Reported procedure: 1.7 g of 80% m-chloroperbenzoic acid was added to a solution of 2.0 g of [{1-(6-methyl-1,3-benzodioxol-5-yl)ethyl}thio]acetic acid in 40 ml of chloroform under cooling with ice. The mixture was stirred at room temperature overnight and a crystalline insoluble matter was recovered by filtration and washed with ether to obtain 0.24 g of the intended compound (as a single diastereomer) in the form of white crystals. The reactants are ClC1=NC=CC(=C1)C1=C(N=C(S1)NC1=NC=CN=C1)C ([5-(2-Chloro-pyridin-4-yl)-4-methyl-thiazol-2-yl]-pyrazin-2-yl-amine), N1C=NC=C1 (imidazole), C([O-])([O-])=O.[Cs+].[Cs+] (caesium carbonate). Solvent: O (water), CS(=O)C (DMSO). Run at temperature 140 celsius. The product is N1(C=NC=C1)C1=NC=CC(=C1)C1=C(N=C(S1)NC1=NC=CN=C1)C ([5-(2-Imidazol-1-yl-pyridin-4-yl)-4-methyl-thiazol-2-yl]-pyrazin-2-yl-amine). RXN SMILES: Cl[C:2]1[CH:7]=[C:6]([C:8]2[S:12][C:11]([NH:13][C:14]3[CH:19]=[N:18][CH:17]=[CH:16][N:15]=3)=[N:10][C:9]=2[CH3:20])[CH:5]=[CH:4][N:3]=1.[NH:21]1[CH:25]=[CH:24][N:23]=[CH:22]1.C(=O)([O-])[O-].[Cs+].[Cs+]>CS(C)=O.O>[N:21]1([C:2]2[CH:7]=[C:6]([C:8]3[S:12][C:11]([NH:13][C:14]4[CH:19]=[N:18][CH:17]=[CH:16][N:15]=4)=[N:10][C:9]=3[CH3:20])[CH:5]=[CH:4][N:3]=2)[CH:25]=[CH:24][N:23]=[CH:22]1 |f:2.3.4|. Procedure: A stirred solution of [5-(2-Chloro-pyridin-4-yl)-4-methyl-thiazol-2-yl]-pyrazin-2-yl-amine (Ex. 2b, 0.4 g, 1.32 mmol) in DMSO (10 ml) is treated with imidazole (0.18 g, 2.64 mmol) followed by caesium carbonate (0.86 g, 2.64 mmol). The reaction mixture is heated to 140° C. for 48 hours and then allowed to cool to room temperature. The mixture is diluted with water (100 ml) and extracted with ethyl acetate (4×100 ml). The organics are combined, dried over MgSO4 and the solvent removed in vacuo to ... The reactants are CN(CCNC(=O)C1=CC(=CC2=NC3=CC=C4C(=C3N=C12)C=CC=C4OC)Cl)C (9-chloro-4-methoxy-benzo[a]phenazine-11-carboxylic acid (2-dimethylamino-ethyl)-amide), C[S-].[Na+] (sodium thiomethoxide). Run in CN(C=O)C (N,N-dimethylformamide), C(C)(=O)OCC (ethyl acetate). Conditions: temperature 60 celsius. Yields the product CN(CCNC(=O)C1=CC(=CC2=NC3=CC=C4C(=C3N=C12)C=CC=C4OC)SC)C (4-Methoxy-9-methylsulfanyl-benzo[a]phenazine-11-carboxylic acid (2-dimethylamino-ethyl)-amide). The yield is 42.3%. RXN SMILES: [CH3:1][N:2]([CH3:29])[CH2:3][CH2:4][NH:5][C:6]([C:8]1[C:21]2[C:12](=[N:13][C:14]3[C:19]([N:20]=2)=[C:18]2[CH:22]=[CH:23][CH:24]=[C:25]([O:26][CH3:27])[C:17]2=[CH:16][CH:15]=3)[CH:11]=[C:10](Cl)[CH:9]=1)=[O:7].[CH3:30][S-:31].[Na+]>CN(C)C=O.C(OCC)(=O)C>[CH3:1][N:2]([CH3:29])[CH2:3][CH2:4][NH:5][C:6]([C:8]1[C:21]2[C:12](=[N:13][C:14]3[C:19]([N:20]=2)=[C:18]2[CH:22]=[CH:23][CH:24]=[C:25]([O:26][CH3:27])[C:17]2=[CH:16][CH:15]=3)[CH:11]=[C:10]([S:31][CH3:30])[CH:9]=1)=[O:7] |f:1.2|. Reported procedure: A mixture of 9-chloro-4-methoxy-benzo[a]phenazine-11-carboxylic acid (2-dimethylamino-ethyl)-amide (85 mg) and sodium thiomethoxide (43 mg) in N,N-dimethylformamide (1 mL) was heated to 120° C. for 6 hours and 60° C. for 16 hours. The reaction mixture was then cooled, diluted with ethyl acetate, washed with water, dried (MgSO4) and the solvent removed in vacuo to yield a yellow solid which was purified using flash chromatography to yield the desired title compound (37 mg).